From a dataset of the Open Reaction Database (ORD), a public repository of structured organic reaction records. describe an organic reaction: reactants, conditions, products, and yield Reactants: ClC=1C=CC(=C(C=O)C1)F (5-chloro-2-fluoro-benzaldehyde), C(O)(O)=O.NC(=N)N (guanidine carbonate), O (water). The solvent is CC(=O)N(C)C (DMA). Product: ClC=1C=C2C=NC(=NC2=CC1)N (6-chloroquinazolin-2-amine). The yield is 50.0%. RXN SMILES: [Cl:1][C:2]1[CH:3]=[CH:4][C:5](F)=[C:6]([CH:9]=1)[CH:7]=O.C(=O)(O)O.[NH2:15][C:16]([NH2:18])=[NH:17].O>CC(N(C)C)=O>[Cl:1][C:2]1[CH:9]=[C:6]2[C:5](=[CH:4][CH:3]=1)[N:17]=[C:16]([NH2:18])[N:15]=[CH:7]2 |f:1.2|. Procedure details: A mixture of 5-chloro-2-fluoro-benzaldehyde (109) (5 g, 31.6 mmol) and guanidine carbonate (7.5 g, 41.1 mmol) was heated at 140° C. in DMA (50 mL) for 3 h. 100 ml water was added and after refrigeration, a solid was isolated by filtration, and dried under vacuum to give the product (110) (2.8 g, 15.8 mmol, 50% yield). ESI-MS (M+1): 180 calc. for C8H6ClN3 179. Reactants: CC(C)(C)OC(=O)N1CCOc2c(CO)cccc21, C1COCCO1, O=[Mn]=O. The product is CC(C)(C)OC(=O)N1CCOc2c(C=O)cccc21. Reaction SMILES: [C:1]([CH3:2])([CH3:3])([CH3:4])[O:5][C:6](=[O:7])[N:8]1[CH2:9][CH2:10][O:11][c:12]2[c:13]1[cH:14][cH:15][cH:16][c:17]2[CH2:18][OH:19].[O:20]1[CH2:21][CH2:22][O:23][CH2:24][CH2:25]1.[O:26]=[Mn:27]=[O:28]>>[C:1]([CH3:2])([CH3:3])([CH3:4])[O:5][C:6](=[O:7])[N:8]1[CH2:9][CH2:10][O:11][c:12]2[c:13]1[cH:14][cH:15][cH:16][c:17]2[CH:18]=[O:19]. Reactants: CNC(C(C)(C)C)=O (N-methylpivalamide), NC1=C(CN2CCOCC2)C=CC=C1 (4-(2-aminobenzyl)morpholine), C(\C=C\C(=O)O)(=O)O (fumaric acid), P(=O)(Cl)(Cl)Cl (phosphorus oxychloride). The solvent is C1=CC=CC=C1 (benzene), C1=CC=CC=C1 (benzene), CO (methanol). The product is C(\C=C\C(=O)O)(=O)O.CNC(C(C)(C)C)=NC1=C(C=CC=C1)CN1CCOCC1 (N-methyl-N'-(2-morpholinomethylphenyl)pivalamidine monofumarate). Reaction SMILES: [CH3:1][NH:2][C:3](=O)[C:4]([CH3:7])([CH3:6])[CH3:5].[NH2:9][C:10]1[CH:22]=[CH:21][CH:20]=[CH:19][C:11]=1[CH2:12][N:13]1[CH2:18][CH2:17][O:16][CH2:15][CH2:14]1.P(Cl)(Cl)(Cl)=O.[C:28]([OH:35])(=[O:34])/[CH:29]=[CH:30]/[C:31]([OH:33])=[O:32]>C1C=CC=CC=1.CO>[C:28]([OH:35])(=[O:34])/[CH:29]=[CH:30]/[C:31]([OH:33])=[O:32].[CH3:1][NH:2][C:3](=[N:9][C:10]1[CH:22]=[CH:21][CH:20]=[CH:19][C:11]=1[CH2:12][N:13]1[CH2:14][CH2:15][O:16][CH2:17][CH2:18]1)[C:4]([CH3:7])([CH3:6])[CH3:5] |f:6.7|. Reported procedure: A mixture of N-methylpivalamide (6.2 g) in benzene (50 ml), 4-(2-aminobenzyl)morpholine (9 g) in benzene (40 ml) and phosphorus oxychloride (5 ml) was heated at 80°-85° C. for 12 hours to yield a solid which was dissolved in methanol (25 ml) and treated with fumaric acid (1.4 g) to give N-methyl-N'-(2-morpholinomethylphenyl)pivalamidine monofumarate (m.p. 167°-168° C.) which was recrystallised from propan-2-ol. Starting materials: CN(C=CC(=O)C1=NN(C=CC1=O)C1=CC=C(C=C1)S(=O)(=O)C)C (3-[3-(dimethylamino)prop-2-enoyl]-1-[4-(methylsulfonyl)phenyl]pyridazin-4(1H)-one), C1(=CC=CC=C1)NN (phenylhydrazine). Solvent: CO (methanol). Product: CS(=O)(=O)C1=CC=C(C=C1)N1N=C(C(C=C1)=O)C1=CC=NN1C1=CC=CC=C1 (1-[4-(methylsulfonyl)phenyl]-3-(1-phenyl-1H-pyrazol-5-yl)pyridazin-4(1H)-one). Isolated yield 6.0%. Reaction SMILES: C[N:2](C)[CH:3]=[CH:4][C:5]([C:7]1[C:12](=[O:13])[CH:11]=[CH:10][N:9]([C:14]2[CH:19]=[CH:18][C:17]([S:20]([CH3:23])(=[O:22])=[O:21])=[CH:16][CH:15]=2)[N:8]=1)=O.[C:25]1([NH:31]N)[CH:30]=[CH:29][CH:28]=[CH:27][CH:26]=1>CO>[CH3:23][S:20]([C:17]1[CH:18]=[CH:19][C:14]([N:9]2[CH:10]=[CH:11][C:12](=[O:13])[C:7]([C:5]3[N:31]([C:25]4[CH:30]=[CH:29][CH:28]=[CH:27][CH:26]=4)[N:2]=[CH:3][CH:4]=3)=[N:8]2)=[CH:15][CH:16]=1)(=[O:22])=[O:21]. Procedure: To a solution of 3-[3-(dimethylamino)prop-2-enoyl]-1-[4-(methylsulfonyl)phenyl]pyridazin-4(1H)-one (crude 615 mg, 1.77 mmol) in 20 mL of methanol was added phenylhydrazine (765 mg, 7.08 mmol). The mixture was refluxed for 4 h and concentrated. The residue was dissolved in dichloromethane (20 mL), washed with 1N HCl aqueous solution and brine, dried over Na2SO4, and concentrated under reduced pressure. The residue was purified by prep-HPLC to give 1-[4-(methylsulfonyl)phenyl]-3-(1-phenyl-1H-pyraz...